Dataset: the Open Reaction Database (ORD), a public repository of structured organic reaction records. Task: describe an organic reaction: reactants, conditions, products, and yield The reactants are ClC1=C(C(=O)OC)C(=CC(=C1)I)Cl (Methyl 2,6-dichloro-4-iodobenzoate), [I-].[Li+] (Lithium iodide). The solvent is N1=CC=CC=C1 (pyridine), O (water). Conditions: temperature 130 celsius. Product: ClC1=C(C(=O)O)C(=CC(=C1)I)Cl (2,6-dichloro-4-iodobenzoic acid). The yield is 87.9%. As a reaction SMILES: [Cl:1][C:2]1[CH:11]=[C:10]([I:12])[CH:9]=[C:8]([Cl:13])[C:3]=1[C:4]([O:6]C)=[O:5].[I-].[Li+]>N1C=CC=CC=1.O>[Cl:1][C:2]1[CH:11]=[C:10]([I:12])[CH:9]=[C:8]([Cl:13])[C:3]=1[C:4]([OH:6])=[O:5] |f:1.2|. Procedure: Methyl 2,6-dichloro-4-iodobenzoate (46 g, 0.14 mol) was dissolved in pyridine (1380 mL) and water (230 mL). Lithium iodide (37.2 g, 0.28 mol) was added in one portion. The resulting mixture was heated at 130° C. for 30 hours. The reaction was concentrated under reduced pressure. The residue was dissolved in 2N HCl (500 mL) and extracted with ethyl acetate (3×1 L). The combined organic extracts were dried over Na2SO4 and concentrated under reduced pressure. The residue was dissolved in N-methyl m... Starting materials: N1CCCC1 (pyrrolidine), CCl.C(C1=CC=C(C(=O)O)C=C1)(=O)O (terephthalic acid monomethyl chloride). Yields the product COC(C1=CC=C(C=C1)C(=O)N1CCCC1)=O (4-(pyrrolidin-1-ylcarbonyl)benzoic acid methyl ester). RXN SMILES: [NH:1]1[CH2:5][CH2:4][CH2:3][CH2:2]1.[CH3:6]Cl.[C:8]([OH:19])(=[O:18])[C:9]1[CH:17]=[CH:16][C:12]([C:13]([OH:15])=O)=[CH:11][CH:10]=1>>[CH3:6][O:19][C:8](=[O:18])[C:9]1[CH:10]=[CH:11][C:12]([C:13]([N:1]2[CH2:5][CH2:4][CH2:3][CH2:2]2)=[O:15])=[CH:16][CH:17]=1 |f:1.2|. Procedure details: The method described in Referential Example 492 was performed by use of pyrrolidine and terephthalic acid monomethyl chloride, whereby the title compound was obtained. Yields the product CCCCCCSCCCCCCCCCCC1c2ccc(O)cc2CCC1c1ccc(C(=O)O)cc1. RXN SMILES: [CH2:1]([CH2:2][CH2:3][CH2:4][CH2:5][CH3:6])[S:7][CH2:8][CH2:9][CH2:10][CH2:11][CH2:12][CH2:13][CH2:14][CH2:15][CH2:16][CH2:17][CH:18]1[CH:19]([c:29]2[cH:30][cH:31][c:32]([C:33](=[O:34])[N:35]([CH3:36])[CH3:37])[cH:38][cH:39]2)[CH2:20][CH2:21][c:22]2[cH:23][c:24]([OH:28])[cH:25][cH:26][c:27]21.[CH3:40][CH2:41][OH:42]>>[CH2:1]([CH2:2][CH2:3][CH2:4][CH2:5][CH3:6])[S:7][CH2:8][CH2:9][CH2:10][CH2:11][CH2:12][CH2:13][CH2:14][CH2:15][CH2:16][CH2:17][CH:18]1[CH:19]([c:29]2[cH:30][cH:31][c:32]([C:33](=[O:34])[OH:42])[cH:38][cH:39]2)[CH2:20][CH2:21][c:22]2[cH:23][c:24]([OH:28])[cH:25][cH:26][c:27]21. Starting materials: CCCCCCSCCCCCCCCCCC1c2ccc(O)cc2CCC1c1ccc(C(=O)N(C)C)cc1, CCO. The reactants are [Na] (sodium), [N+](=O)([O-])NC(=N)N (nitroguanidine), C(=O)C(C(=O)OCC)CC1=CC(N(C=C1)CCN(C)C)=O (ethyl α-formyl-β-(N-(2-dimethylaminoethyl)-2-oxo-4-pyridyl]propionate). Solvent: CO (methanol), CO (methanol), CO (methanol). Yields the product [N+](=O)([O-])NC1=NC=C(C(N1)=O)CC1=CC(N(C=C1)CCN(C)C)=O (2-nitroamino-5-[1-(2-dimethylaminoethyl)-2-oxopyridin-4-ylmethyl]pyrimidin-4-one). The yield is 39.6%. As a reaction SMILES: [Na].[N+:2]([NH:5][C:6]([NH2:8])=[NH:7])([O-:4])=[O:3].[CH:9]([CH:11]([CH2:17][C:18]1[CH:23]=[CH:22][N:21]([CH2:24][CH2:25][N:26]([CH3:28])[CH3:27])[C:20](=[O:29])[CH:19]=1)[C:12](OCC)=O)=[O:10]>CO>[N+:2]([NH:5][C:6]1[NH:8][C:9](=[O:10])[C:11]([CH2:17][C:18]2[CH:23]=[CH:22][N:21]([CH2:24][CH2:25][N:26]([CH3:28])[CH3:27])[C:20](=[O:29])[CH:19]=2)=[CH:12][N:7]=1)([O-:4])=[O:3] |^1:0|. Procedure: To a stirred solution of sodium (2.94 g) in methanol (65 ml) was added nitroguanidine (11.81 g, containing 25% w/w water) and methanol (20 ml). The mixture was stirred at reflux for 60 minutes, and then a solution of ethyl α-formyl-β-(N-(2-dimethylaminoethyl)-2-oxo-4-pyridyl]propionate (25.05 g) in methanol (75 ml) was added dropwise over 90 minutes. The reaction mixture was stirred under reflux for a further 21 hours. The reaction mixture was evaporated under reduced pressure, dissolved in wate...